Dataset: the Open Reaction Database (ORD), a public repository of structured organic reaction records. Task: describe an organic reaction: reactants, conditions, products, and yield Reactants: IC1=NC(=CC(=C1)C1=CC=C(C=C1)C(F)(F)F)C (2-iodo-6-methyl-4-(4-trifluoromethyl-phenyl)-pyridine), BrC=1SC=C(N1)Br (2,4-dibromothiazole). The product is CC1=NC(=CC(=C1)C1=CC=C(C=C1)C(F)(F)F)C=1SC=CN1 (2-Methyl-6-thiazol-2-yl-4-(4-trifluoromethyl-phenyl)-pyridine), product. The yield is 2.0%. As a reaction SMILES: I[C:2]1[CH:7]=[C:6]([C:8]2[CH:13]=[CH:12][C:11]([C:14]([F:17])([F:16])[F:15])=[CH:10][CH:9]=2)[CH:5]=[C:4]([CH3:18])[N:3]=1.Br[C:20]1[S:21][CH:22]=[C:23](Br)[N:24]=1>>[CH3:18][C:4]1[CH:5]=[C:6]([C:8]2[CH:9]=[CH:10][C:11]([C:14]([F:16])([F:15])[F:17])=[CH:12][CH:13]=2)[CH:7]=[C:2]([C:20]2[S:21][CH:22]=[CH:23][N:24]=2)[N:3]=1. Procedure details: The title compound was prepared from 2-iodo-6-methyl-4-(4-trifluoromethyl-phenyl)-pyridine (example A.31) (4.0 g, 9.36 mmol) and commercially available 2,4-dibromothiazole (2.53 g, 10.4 mmol) according to the general procedure IVc protocol b. Obtained as a side product as a light yellow solid (0.065 g, 2%). MS (ISP) 321.2 [(M+H)+]; mp 103° C. Reactants: C=CC(=O)OCC, CC#N, Cc1c(-c2noc(-c3ccc(OC(C)C)c(Cl)c3)n2)ccc2c1CCNC2, O=C(O)C(F)(F)F, C1CCC2=NCCCN2CC1. Yields the product CCOC(=O)CCN1CCc2c(ccc(-c3noc(-c4ccc(OC(C)C)c(Cl)c4)n3)c2C)C1. Reaction SMILES: [C:46]([CH:47]=[CH2:48])(=[O:49])[O:50][CH2:51][CH3:52].[CH3:53][C:54]#[N:55].[Cl:8][c:9]1[cH:10][c:11](-[c:19]2[n:20][c:21](-[c:24]3[c:25]([CH3:34])[c:26]4[c:31]([cH:32][cH:33]3)[CH2:30][NH:29][CH2:28][CH2:27]4)[n:22][o:23]2)[cH:12][cH:13][c:14]1[O:15][CH:16]([CH3:17])[CH3:18].[F:1][C:2]([F:3])([F:4])[C:5]([OH:6])=[O:7].[N:35]12[CH2:36][CH2:37][CH2:38][N:39]=[C:40]1[CH2:41][CH2:42][CH2:43][CH2:44][CH2:45]2>>[Cl:8][c:9]1[cH:10][c:11](-[c:19]2[n:20][c:21](-[c:24]3[c:25]([CH3:34])[c:26]4[c:31]([cH:32][cH:33]3)[CH2:30][N:29]([CH2:48][CH2:47][C:46](=[O:49])[O:50][CH2:51][CH3:52])[CH2:28][CH2:27]4)[n:22][o:23]2)[cH:12][cH:13][c:14]1[O:15][CH:16]([CH3:17])[CH3:18]. Reactants: C([O-])(O)=O.[Na+] (sodium bicarbonate), NC(C(C1=CC=CC=C1)NC(=O)NC1=CC=C(C=C1)C(F)(F)F)C1=CC=CC=C1 (N-(2-amino-1,2-diphenylethyl)-N'-[4-(trifluoromethyl)phenyl]urea), N#CBr (cyanogen bromide). Run in O (water), O1CCOCC1 (1,4-dioxane), O (water). Run at time 1.5 hour. The product is C(#N)NC(C(C1=CC=CC=C1)NC(=O)NC1=CC=C(C=C1)C(F)(F)F)C1=CC=CC=C1 (N-[2-(cyanoamino)-1,2-diphenylethyl]-N'-[4-(trifluoromethyl)phenyl]urea). As a reaction SMILES: [NH2:1][CH:2]([C:24]1[CH:29]=[CH:28][CH:27]=[CH:26][CH:25]=1)[CH:3]([NH:10][C:11]([NH:13][C:14]1[CH:19]=[CH:18][C:17]([C:20]([F:23])([F:22])[F:21])=[CH:16][CH:15]=1)=[O:12])[C:4]1[CH:9]=[CH:8][CH:7]=[CH:6][CH:5]=1.C(=O)(O)[O-].[Na+].[N:35]#[C:36]Br>O.O1CCOCC1>[C:36]([NH:1][CH:2]([C:24]1[CH:29]=[CH:28][CH:27]=[CH:26][CH:25]=1)[CH:3]([NH:10][C:11]([NH:13][C:14]1[CH:19]=[CH:18][C:17]([C:20]([F:21])([F:22])[F:23])=[CH:16][CH:15]=1)=[O:12])[C:4]1[CH:9]=[CH:8][CH:7]=[CH:6][CH:5]=1)#[N:35] |f:1.2|. Procedure: To a suspension of [S--(R*,R*)] and [R--(R*,R*)]-N-(2-amino-1,2-diphenylethyl)-N'-[4-(trifluoromethyl)phenyl]urea (0.3 g, 0.75 mmol) in water (5 mL) and 1,4-dioxane (5 mL) is added solid sodium bicarbonate (0.06 g, 0.75 mmol) followed by cyanogen bromide (0.1 g, 0.75 mmol). The resulting mixture is stirred 1.5 hour at room temperature before diluting with water and filtering. The solid product is washed with water (2×) and t-butyl-methyl ether (2×). Dry in vacuo at 43° C. for 2 hours, mp 153° C.... Starting materials: C(C)(C)(C)OC(=O)N1CCC(CC1)N1N(C(C(=C1C1=NC(=NC=C1)SC)C1=CC=C(C=C1)F)=O)C (4-[4-(4-fluorophenyl)-2-methyl-5-(2-methylsulfanyl-pyrimidin-4-yl)-3-oxo-2,3-dihydro-pyrazol-1-yl]-piperidine-1 carboxylic acid tert-butyl ester), ClC1=CC(=CC=C1)C(=O)OO (meta-chloroperbenzoic acid), S([O-])(O)=O.[Na+] (sodium bisulfite). The solvent is C(Cl)(Cl)Cl (CHCl3). Reaction conditions: time 5 minute. The product is C(C)(C)(C)OC(=O)N1CCC(CC1)N1N(C(C(=C1C1=NC(=NC=C1)S(=O)(=O)C)C1=CC=C(C=C1)F)=O)C (4-[4-(4-fluorophenyl)-2-methyl-5-(2-methanesulfonyl-pyrimidin-4-yl)-3-oxo-2,3-dihydro-pyrazol-1-yl]-piperidine-1 carboxylic acid tert-butyl ester). Reaction SMILES: [C:1]([O:5][C:6]([N:8]1[CH2:13][CH2:12][CH:11]([N:14]2[C:18]([C:19]3[CH:24]=[CH:23][N:22]=[C:21](SC)[N:20]=3)=[C:17]([C:27]3[CH:32]=[CH:31][C:30]([F:33])=[CH:29][CH:28]=3)[C:16](=[O:34])[N:15]2[CH3:35])[CH2:10][CH2:9]1)=[O:7])([CH3:4])([CH3:3])[CH3:2].Cl[C:37]1C=CC=C(C(OO)=O)C=1.[S:47](=[O:50])(O)[O-:48].[Na+]>C(Cl)(Cl)Cl>[C:1]([O:5][C:6]([N:8]1[CH2:13][CH2:12][CH:11]([N:14]2[C:18]([C:19]3[CH:24]=[CH:23][N:22]=[C:21]([S:47]([CH3:37])(=[O:50])=[O:48])[N:20]=3)=[C:17]([C:27]3[CH:28]=[CH:29][C:30]([F:33])=[CH:31][CH:32]=3)[C:16](=[O:34])[N:15]2[CH3:35])[CH2:10][CH2:9]1)=[O:7])([CH3:4])([CH3:2])[CH3:3] |f:2.3|. Procedure: To a solution of 4-[4-(4-fluorophenyl)-2-methyl-5-(2-methylsulfanyl-pyrimidin-4-yl)-3-oxo-2,3-dihydro-pyrazol-1-yl]-piperidine-1 carboxylic acid tert-butyl ester, 11, (5.9 g, 12 mmol) in CHCl3 (200 mL) at 0° C. is added meta-chloroperbenzoic acid (4 g, 23.37 mmol). After stirring for 5 minutes, saturated sodium bisulfite (20 mL) is added and the reaction mixture stirred for an additional 5 minutes. The aqueous phase is extracted three times with CH2Cl2, the combined organic phases washed with sa... Starting materials: Cl (HCl), CC(C)(C)N(C([O-])=O)C1(CCOCC1)C(=O)N[C@H](\C=C\C(=O)N1CCC2=CC=CC=C12)CC (1,1-dimethylethyl[4-({[(1S,2E)-4-(2,3-dihydro-1H-indol-1-yl)-1-ethyl-4-oxo-2-buten-1-yl]amino}carbonyl)tetrahydro-2H-pyran-4-yl]carbamate). Run in C(C)(C)O (isopropanol). Conditions: temperature 65 celsius. The product is Cl.NC1(CCOCC1)C(=O)N[C@H](\C=C\C(=O)N1CCC2=CC=CC=C12)CC (4-amino-N-[(1S,2E)-4-(2,3-dihydro-1H-indol-1-yl)-1-ethyl-4-oxo-2-buten-1-yl]tetrahydro-2H-pyran-4-carboxamide hydrochloride). Isolated yield 89.4%. As a reaction SMILES: [ClH:1].CC([N:6]([C:10]1([C:16]([NH:18][C@@H:19]([CH2:33][CH3:34])/[CH:20]=[CH:21]/[C:22]([N:24]2[C:32]3[C:27](=[CH:28][CH:29]=[CH:30][CH:31]=3)[CH2:26][CH2:25]2)=[O:23])=[O:17])[CH2:15][CH2:14][O:13][CH2:12][CH2:11]1)C(=O)[O-])(C)C>C(O)(C)C>[ClH:1].[NH2:6][C:10]1([C:16]([NH:18][C@@H:19]([CH2:33][CH3:34])/[CH:20]=[CH:21]/[C:22]([N:24]2[C:32]3[C:27](=[CH:28][CH:29]=[CH:30][CH:31]=3)[CH2:26][CH2:25]2)=[O:23])=[O:17])[CH2:15][CH2:14][O:13][CH2:12][CH2:11]1 |f:3.4|. Procedure details: A solution of concentrated aq. HCl (0.23 mL, 2.76 mmol) was added to a solution of 1,1-dimethylethyl[4-({[(1S,2E)-4-(2,3-dihydro-1H-indol-1-yl)-1-ethyl-4-oxo-2-buten-1-yl]amino}carbonyl)tetrahydro-2H-pyran-4-yl]carbamate (251 mg, 0.549 mmol) in isopropanol (2.5 mL). The reaction flask was fitted with an air condenser, and the reaction mixture was heated to 65° C. (bath temp) for 1 h 45 min. The solvent was evaporated under reduced pressure. Water (5 mL) was added to the residue, and the mixture ... Reactants: O=C([O-])[O-], CC#N, CCOC(C)=O, ClCCSC1CCCCC1, [I-], [K+], [K+], [K+], COC(=O)CC1CNCCC1CCC(=O)c1ccnc2ccc(OC)cc12, O. Yields the product COC(=O)CC1CN(CCSC2CCCCC2)CCC1CCC(=O)c1ccnc2ccc(OC)cc12. As a reaction SMILES: [C:13](=[O:14])([O-:15])[O-:16].[CH3:46][C:47]#[N:48].[CH3:49][CH2:50][O:51][C:52](=[O:53])[CH3:54].[CH:1]1([S:7][CH2:8][CH2:9][Cl:10])[CH2:2][CH2:3][CH2:4][CH2:5][CH2:6]1.[I-:12].[K+:11].[K+:17].[K+:18].[O:19]=[C:20]([CH2:21][CH2:22][CH:23]1[CH:24]([CH2:29][C:30](=[O:31])[O:32][CH3:33])[CH2:25][NH:26][CH2:27][CH2:28]1)[c:34]1[cH:35][cH:36][n:37][c:38]2[cH:39][cH:40][c:41]([O:44][CH3:45])[cH:42][c:43]12.[OH2:55]>>[CH:1]1([S:7][CH2:8][CH2:9][N:26]2[CH2:25][CH:24]([CH2:29][C:30](=[O:31])[O:32][CH3:33])[CH:23]([CH2:22][CH2:21][C:20](=[O:19])[c:34]3[cH:35][cH:36][n:37][c:38]4[cH:39][cH:40][c:41]([O:44][CH3:45])[cH:42][c:43]34)[CH2:28][CH2:27]2)[CH2:2][CH2:3][CH2:4][CH2:5][CH2:6]1.